This data is from the Open Reaction Database (ORD), a public repository of structured organic reaction records. The task is: describe an organic reaction: reactants, conditions, products, and yield Reactants: CC1([C@@H]([C@@H]1C#CC(=O)O)C(=O)O[C@@H](C1=CC(=CC=C1)OC1=CC=CC=C1)C#N)C ((S)α-cyano-3-phenoxy-benzyl(1R,cis)2,2-dimethyl-3-(2-carboxyethynyl)-cyclopropane-carboxylate), C1(CC1)CO (cyclopropylcarbinol). Product: CC1([C@@H]([C@@H]1C#CC(=O)OCC1CC1)C(=O)O[C@@H](C1=CC(=CC=C1)OC1=CC=CC=C1)C#N)C ((S)α-cyano-3-phenoxybenzyl(1R,cis)2,2-dimethyl-3-(cyclopropylmethoxycarbonylethynyl)-cyclopropane-carboxylate). As a reaction SMILES: [CH3:1][C:2]1([CH3:29])[C@@H:4]([C:5]#[C:6][C:7]([OH:9])=[O:8])[C@H:3]1[C:10]([O:12][C@H:13]([C:27]#[N:28])[C:14]1[CH:19]=[CH:18][CH:17]=[C:16]([O:20][C:21]2[CH:26]=[CH:25][CH:24]=[CH:23][CH:22]=2)[CH:15]=1)=[O:11].[CH:30]1([CH2:33]O)[CH2:32][CH2:31]1>>[CH3:1][C:2]1([CH3:29])[C@@H:4]([C:5]#[C:6][C:7]([O:9][CH2:33][CH:30]2[CH2:32][CH2:31]2)=[O:8])[C@H:3]1[C:10]([O:12][C@H:13]([C:27]#[N:28])[C:14]1[CH:19]=[CH:18][CH:17]=[C:16]([O:20][C:21]2[CH:26]=[CH:25][CH:24]=[CH:23][CH:22]=2)[CH:15]=1)=[O:11]. Procedure: Using the procedure of Step A of Example 7, 1.4 g of (S)α-cyano-3-phenoxy-benzyl(1R,cis)2,2-dimethyl-3-(2-carboxyethynyl)-cyclopropane-carboxylate and 0.3 ml of cyclopropylcarbinol were reacted and the product was chromatographed over silica gel. Elution with an 8-2 cyclohexane-ethyl acetate mixture yielded 1.5 g of (S)α-cyano-3-phenoxybenzyl(1R,cis)2,2-dimethyl-3-(cyclopropylmethoxycarbonylethynyl)-cyclopropane-carboxylate melting at 72° C. Starting materials: CC(=O)O, Oc1ccc(C(F)(F)F)cc1, O=C1CCC(=O)N1I, O=S(=O)(O)O. Yields the product Oc1ccc(C(F)(F)F)cc1I. As a reaction SMILES: [CH3:25][C:26](=[O:27])[OH:28].[F:9][C:10]([c:11]1[cH:12][cH:13][c:14]([OH:17])[cH:15][cH:16]1)([F:18])[F:19].[I:1][N:2]1[C:3](=[O:4])[CH2:5][CH2:6][C:7]1=[O:8].[S:20](=[O:21])(=[O:22])([OH:23])[OH:24]>>[I:1][c:13]1[cH:12][c:11]([C:10]([F:9])([F:18])[F:19])[cH:16][cH:15][c:14]1[OH:17].